Dataset: the Open Reaction Database (ORD), a public repository of structured organic reaction records. Task: describe an organic reaction: reactants, conditions, products, and yield Reactants: OCCCCCBr, CN([N+]([O-])=N[O-])C(C)(C)C, [Na+], CN(C)C=O. Product: CC(CCCCO)ON=[N+]([O-])N(C)C(C)(C)C. RXN SMILES: [Br:1][CH2:2][CH2:3][CH2:4][CH2:5][CH2:6][OH:7].[C:8]([CH3:9])([CH3:10])([CH3:11])[N:12]([N+:13](=[N:14][O-:15])[O-:16])[CH3:17].[Na+:18].[O:19]=[CH:20][N:21]([CH3:22])[CH3:23]>>[CH:2]([CH2:3][CH2:4][CH2:5][CH2:6][OH:7])([O:15][N:14]=[N+:13]([N:12]([C:8]([CH3:9])([CH3:10])[CH3:11])[CH3:17])[O-:16])[CH3:20]. The reactants are BrC1=C(C=CC=C1)NS(=O)(=O)C (2-bromo-1-methanesulfonylaminobenzene), CCCCCC.C(C)(=O)OCC (n-hexane ethyl acetate), C1CCC2=NCCCN2CC1 (DBU), cupric chloride dihydrate. The reagents and catalysts are N1=CC=CC2=CC=C3C=CC=NC3=C12 (1,10-phenanthroline). Run in CO (methanol). Yields the product CS(=O)(=O)NC1=C(C=CC=C1)OC (2-methanesulfonylaminoanisole). Isolated yield 82.0%. As a reaction SMILES: Br[C:2]1[CH:7]=[CH:6][CH:5]=[CH:4][C:3]=1[NH:8][S:9]([CH3:12])(=[O:11])=[O:10].C1CCN2C(=NCCC2)CC1.CCCCCC.[C:30](OCC)(=[O:32])C>CO.N1C2C(=CC=C3C=2N=CC=C3)C=CC=1>[CH3:12][S:9]([NH:8][C:3]1[CH:4]=[CH:5][CH:6]=[CH:7][C:2]=1[O:32][CH3:30])(=[O:11])=[O:10] |f:2.3|. Procedure details: 2.50 g of 2-bromo-1-methanesulfonylaminobenzene was added to a solution containing 1.52 g of DBU, 85 g of cupric chloride dihydrate, and 90 mg of 1,10-phenanthroline in 40 ml of methanol, and the mixture was heated under reflux for 5 hours. After the temperature was brought to room temperature, the reaction mixture was treated in a usual manner, and crystallization was effected from n-hexane/ethyl acetate, to produce 1.64 g (yield: 82%) of the desired compound. The reactants are C(C(=O)O)(=O)O.CN(CCC(C=1SC=CC1)OC1=CC=CC2=CC=CC=C12)C (racemic N,N-dimethyl-3-(1-naphthalenyloxy)-3-(2-thienyl)propanamine oxalate), O (water), N (ammonia). Solvent: C1CCCCC1 (cyclohexane). The product is CN(CCC(C=1SC=CC1)OC1=CC=CC2=CC=CC=C12)C ((±)-N,N-dimethyl-3-(1-naphthalenyloxy)-3-(2-thienyl)propanamine). RXN SMILES: C(O)(=O)C(O)=O.[CH3:7][N:8]([CH3:28])[CH2:9][CH2:10][CH:11]([O:17][C:18]1[C:27]2[C:22](=[CH:23][CH:24]=[CH:25][CH:26]=2)[CH:21]=[CH:20][CH:19]=1)[C:12]1[S:13][CH:14]=[CH:15][CH:16]=1.O.N>C1CCCCC1>[CH3:28][N:8]([CH3:7])[CH2:9][CH2:10][CH:11]([O:17][C:18]1[C:27]2[C:22](=[CH:23][CH:24]=[CH:25][CH:26]=2)[CH:21]=[CH:20][CH:19]=1)[C:12]1[S:13][CH:14]=[CH:15][CH:16]=1 |f:0.1|. Procedure details: Racemic N,N-dimethyl-3-(1-naphthalenyloxy)-3-(2-thienyl)propanamine oxalate salt (5, HA=oxalic acid) (15 gm) was suspended in mixture of water (100 ml) and cyclohexane (50 ml). This suspension was basified with aqueous ammonia and then layers were separated. The cyclohexane layer was washed with water and concentrated under reduced pressure to give oily mass of (±)-N,N-dimethyl-3-(1-naphthalenyloxy)-3-(2-thienyl)propanamine free base (6a+6b). Yield: 10 gm. The reactants are ClC1=C(C(=O)O)C=C(C(=C1)F)F (2-chloro-4,5-difluoro-benzoic acid), S(O)(O)(=O)=O (sulfuric acid), CO (methanol), O (water). Product: COC(C1=C(C=C(C(=C1)F)F)Cl)=O (2-chloro-4,5-difluoro-benzoic acid methyl ester). Run at temperature 60 celsius, time 48 hour. RXN SMILES: [Cl:1][C:2]1[CH:10]=[C:9]([F:11])[C:8]([F:12])=[CH:7][C:3]=1[C:4]([OH:6])=[O:5].S(=O)(=O)(O)O.O.[CH3:19]O>>[CH3:19][O:5][C:4](=[O:6])[C:3]1[CH:7]=[C:8]([F:12])[C:9]([F:11])=[CH:10][C:2]=1[Cl:1]. Procedure details: To 2-chloro-4,5-difluoro-benzoic acid (118, 14.0 g, 0.0727 mol) in methanol (100 mL) was added sulfuric acid (concentrated, 98%, 2.00 mL, 0.0375 mol). The reaction was stirred at 60° C. for 48 hours. The reaction was poured into water and extracted with ethyl acetate. The organic layer was dried over anhydrous sodium sulfate and filtered. The filtrate was concentrated and purified by silica gel column chromatography eluting with 20% ethyl acetate in hexane to give a colorless oil (119, 13.0 g, 8...